Dataset: the Open Reaction Database (ORD), a public repository of structured organic reaction records. Task: describe an organic reaction: reactants, conditions, products, and yield Yields the product OC1=CC=C(C(=O)O[C@@H](CCCCCC)C)C=C1 ((R)-(−)-1-Methylheptyl 4-Hydroxybenzoate). As a reaction SMILES: COC([O:5][C:6]1[CH:22]=[CH:21][C:9]([C:10]([O:12][C@H:13]([CH3:20])[CH2:14][CH2:15][CH2:16][CH2:17][CH2:18][CH3:19])=[O:11])=[CH:8][CH:7]=1)=O>C(O)C.N>[OH:5][C:6]1[CH:22]=[CH:21][C:9]([C:10]([O:12][C@H:13]([CH3:20])[CH2:14][CH2:15][CH2:16][CH2:17][CH2:18][CH3:19])=[O:11])=[CH:8][CH:7]=1. The reactants are COC(=O)OC1=CC=C(C(=O)O[C@@H](CCCCCC)C)C=C1 ((R)-(−)-1-Methyheptyl 4-Methoxycarbonyloxybenzoate). Reported procedure: Compound 3 (11.6 g, 38 mmol) in ethanol (200 ml) and aqueous ammonia (50 ml) was stirred overnight. The solvents were removed in vacuo and the resulting colourless oil was purified by column chromatography (ethyl acetate) on silica. Solvent: C(C)O (ethanol), N (ammonia). The reactants are COC(=O)c1cc(C2CCCN2C(=O)OC(C)(C)C)c2oc(N3CCOC(C)C3)cc(=O)c2c1, ClCCl, Cl. Product: COC(=O)c1cc(C2CCCN2)c2oc(N3CCOC(C)C3)cc(=O)c2c1. As a reaction SMILES: [CH3:2][O:3][C:4](=[O:5])[c:6]1[cH:7][c:8]2[c:9](=[O:35])[cH:10][c:11]([N:28]3[CH2:29][CH:30]([CH3:34])[O:31][CH2:32][CH2:33]3)[o:12][c:13]2[c:14]([CH:16]2[N:17]([C:21]([O:22][C:23]([CH3:24])([CH3:25])[CH3:26])=[O:27])[CH2:18][CH2:19][CH2:20]2)[cH:15]1.[Cl:36][CH2:37][Cl:38].[ClH:1]>>[CH3:2][O:3][C:4](=[O:5])[c:6]1[cH:7][c:8]2[c:9](=[O:35])[cH:10][c:11]([N:28]3[CH2:29][CH:30]([CH3:34])[O:31][CH2:32][CH2:33]3)[o:12][c:13]2[c:14]([CH:16]2[NH:17][CH2:18][CH2:19][CH2:20]2)[cH:15]1.